From a dataset of the Open Reaction Database (ORD), a public repository of structured organic reaction records. describe an organic reaction: reactants, conditions, products, and yield Starting materials: O=C([O-])[O-], COC(=O)c1c(O)c2cc(OC)ccc2n1-c1ccccc1, COS(=O)(=O)OC, CC(C)=O, [K+], [K+]. Product: COC(=O)c1c(OC)c2cc(OC)ccc2n1-c1ccccc1. RXN SMILES: [C:23](=[O:24])([O-:25])[O-:26].[CH3:1][O:2][C:3](=[O:4])[c:5]1[n:6](-[c:17]2[cH:18][cH:19][cH:20][cH:21][cH:22]2)[c:7]2[cH:8][cH:9][c:10]([O:15][CH3:16])[cH:11][c:12]2[c:13]1[OH:14].[CH3:29][O:30][S:31]([O:32][CH3:33])(=[O:34])=[O:35].[CH3:36][C:37](=[O:38])[CH3:39].[K+:27].[K+:28]>>[CH3:1][O:2][C:3](=[O:4])[c:5]1[n:6](-[c:17]2[cH:18][cH:19][cH:20][cH:21][cH:22]2)[c:7]2[cH:8][cH:9][c:10]([O:15][CH3:16])[cH:11][c:12]2[c:13]1[O:14][CH3:23]. Reactants: CCN(C(C)C)C(C)C, CCOC(=O)Cl, Cl, NN=Cc1ccc2[nH]cc(CCNC(=O)OCc3ccccc3)c2c1, C1CCOC1, O. The product is CCOC(=O)NN=Cc1ccc2[nH]cc(CCNC(=O)OCc3ccccc3)c2c1. RXN SMILES: [CH:34]([N:35]([CH:36]([CH3:37])[CH3:38])[CH2:39][CH3:40])([CH3:41])[CH3:42].[Cl:1][C:2](=[O:3])[O:4][CH2:5][CH3:6].[ClH:8].[NH2:9][N:10]=[CH:11][c:12]1[cH:13][c:14]2[c:15]([CH2:21][CH2:22][NH:23][C:24]([O:25][CH2:26][c:27]3[cH:28][cH:29][cH:30][cH:31][cH:32]3)=[O:33])[cH:16][nH:17][c:18]2[cH:19][cH:20]1.[O:43]1[CH2:44][CH2:45][CH2:46][CH2:47]1.[OH2:7]>>[C:2](=[O:3])([O:4][CH2:5][CH3:6])[NH:9][N:10]=[CH:11][c:12]1[cH:13][c:14]2[c:15]([CH2:21][CH2:22][NH:23][C:24]([O:25][CH2:26][c:27]3[cH:28][cH:29][cH:30][cH:31][cH:32]3)=[O:33])[cH:16][nH:17][c:18]2[cH:19][cH:20]1.